This data is from the Open Reaction Database (ORD), a public repository of structured organic reaction records. The task is: describe an organic reaction: reactants, conditions, products, and yield The reactants are 12L, CC(C)=C (isobutylene), N1[C@H](C(=O)O)CCC1 (L-proline), [OH-].[Na+] (sodium hydroxide), C1(=CC=CC=C1)S(=O)(=O)O (benzenesulfonic acid), [OH-].[Na+] (sodium hydroxide). The solvent is C(Cl)Cl (methylene chloride). Conditions: temperature 5 celsius, time 3 day. The product is N1[C@H](C(=O)OC(C)(C)C)CCC1 (t-Butyl L-prolinate). RXN SMILES: [NH:1]1[CH2:8][CH2:7][CH2:6][C@H:2]1[C:3]([OH:5])=[O:4].C1(S(O)(=O)=O)C=CC=CC=1.[CH3:19][C:20](=[CH2:22])[CH3:21].[OH-].[Na+]>C(Cl)Cl>[NH:1]1[CH2:8][CH2:7][CH2:6][C@H:2]1[C:3]([O:5][C:20]([CH3:22])([CH3:21])[CH3:19])=[O:4] |f:3.4|. Reported procedure: To a 12L round-bottomed flask fitted with a mechanical stirrer, high efficiency reflux condenser (≤-10° C.), adJustable diptube inlet, and overhead nitrogen bubbler was charged a slurry of L-proline (600 g, 5.22 mole) in methylene chloride (6.0L, K.F.≤0.01%). The slurry was cooled to 5° C. and maintained at <20° C. as benzenesulfonic acid (1.24 kg, 7.83 mole) was slowly added. The reaction mixture, now homogeneous, was further cooled under nitrogen to 0°-5° C. and liquefied isobutylene (5.86L, 6... As a reaction SMILES: [CH3:1][O:2][CH2:3][N:4]([CH2:5][Si:6]([CH3:7])([CH3:8])[CH3:9])[CH2:10][c:11]1[cH:12][cH:13][cH:14][cH:15][cH:16]1.[Cl:17][c:18]1[cH:19][cH:20][c:21]([CH:24]=[CH:25][N+:26](=[O:27])[O-:28])[cH:22][cH:23]1.[Cl:36][CH2:37][Cl:38].[OH:29][C:30]([C:31]([F:32])([F:33])[F:34])=[O:35]>>[CH2:3]1[N:4]([CH2:10][c:11]2[cH:12][cH:13][cH:14][cH:15][cH:16]2)[CH2:5][CH:25]([N+:26](=[O:27])[O-:28])[CH:24]1[c:21]1[cH:20][cH:19][c:18]([Cl:17])[cH:23][cH:22]1. Reactants: COCN(Cc1ccccc1)C[Si](C)(C)C, O=[N+]([O-])C=Cc1ccc(Cl)cc1, ClCCl, O=C(O)C(F)(F)F. The product is O=[N+]([O-])C1CN(Cc2ccccc2)CC1c1ccc(Cl)cc1. Starting materials: C(CC(=O)C)(=O)OCCC#N ((2-cyanoethyl) acetoacetate), ClC=1C=C(C=O)C=CC1 (3-chlorobenzaldehyde), N1CCCCC1 (piperidine), C(C#C)(=O)OCC=CC1=CC=CC=C1 ((3-phenyl-2-propene-1-yl) propiolate), C(C)(=O)[O-].[NH4+] (ammonium acetate). Solvent: C1=CC=CC=C1 (benzene), O (water), C(C)(=O)O (acetic acid). Conditions: temperature 120 celsius, time 4 hour. Yields the product ClC=1C=C(C=CC1)C1C(=C(NC=C1C(=O)OC=CCC1=CC=CC=C1)C)C(=O)OCCC#N (5-(3-phenyl-propene-1-yl) 3-(2-cyanoethyl) 4-(3-chlorophenyl)-2-methyl-1,4-dihydropyridine-3,5-dicarboxylate). Reaction SMILES: [C:1]([O:7][CH2:8][CH2:9][C:10]#[N:11])(=[O:6])[CH2:2][C:3]([CH3:5])=O.[Cl:12][C:13]1[CH:14]=[C:15]([CH:18]=C[CH:20]=1)C=O.[NH:21]1CCC[CH2:23][CH2:22]1.[C:27]([O:31][CH2:32][CH:33]=[CH:34][C:35]1[CH:40]=[CH:39][CH:38]=[CH:37][CH:36]=1)(=[O:30])[C:28]#[CH:29].C([O-])(=O)C.[NH4+]>C1C=CC=CC=1.C(O)(=O)C.O>[Cl:12][C:13]1[CH:20]=[C:5]([CH:3]2[C:28]([C:27]([O:31][CH:32]=[CH:33][CH2:34][C:35]3[CH:36]=[CH:37][CH:38]=[CH:39][CH:40]=3)=[O:30])=[CH:29][NH:21][C:22]([CH3:23])=[C:2]2[C:1]([O:7][CH2:8][CH2:9][C:10]#[N:11])=[O:6])[CH:18]=[CH:15][CH:14]=1 |f:4.5|. Procedure details: 466 mg (3.0 mmol) of (2-cyanoethyl) acetoacetate, 0.34 ml (3.0 mmol) of 3-chlorobenzaldehyde and 0.0297 ml of piperidine were heated under reflux in 3.0 ml of benzene for 7 hours while water was removed. The reaction liquid was washed with water and then dried over anhydrous magnesium sulfate. The solvent was evaporated under reduced pressure. The obtained residue was heated to 70° C together with 559 mg (3.0 mmol) of (3-phenyl-2-propene-1-yl) propiolate and 232 mg (3.0 mmol) of ammonium acetate... Product: Cl.C(C)(C)N1CCC(=CC1)C1=C(O)C=C(C=C1O)C(C)C (2-(N-Isopropyl-1,2,3,6-tetrahydro-4-pyridyl)-5-isopropyl resorcinol hydrochloride). Procedure details: 5-Isopropyl resorcinol (5.40 g), N-isopropyl-4-piperidone (5.00 g) and 12 ml acetic acid was treated with HCl as described in Example I to give 5.48 g product (50% yield); m.p. 247°-248°. RXN SMILES: [CH:1]([C:4]1[CH:5]=[C:6]([OH:11])[CH:7]=[C:8]([CH:10]=1)[OH:9])([CH3:3])[CH3:2].[CH:12]([N:15]1[CH2:20][CH2:19][C:18](=O)[CH2:17][CH2:16]1)([CH3:14])[CH3:13].[ClH:22]>C(O)(=O)C>[ClH:22].[CH:12]([N:15]1[CH2:16][CH:17]=[C:18]([C:7]2[C:8]([OH:9])=[CH:10][C:4]([CH:1]([CH3:3])[CH3:2])=[CH:5][C:6]=2[OH:11])[CH2:19][CH2:20]1)([CH3:14])[CH3:13] |f:4.5|. Starting materials: C(C)(C)C=1C=C(C=C(O)C1)O (5-Isopropyl resorcinol), C(C)(C)N1CCC(CC1)=O (N-isopropyl-4-piperidone), Cl (HCl). Isolated yield 50.0%. Run in C(C)(=O)O (acetic acid). The reactants are ClC1=CC(=C(C=C1C#N)C1=NC=CC2=CC(=CC=C12)S(=O)(=O)NC=1SC=NN1)OC (1-(4-chloro-5-cyano-2-methoxyphenyl)-N-(1,3,4-thiadiazol-2-yl)isoquinoline-6-sulfonamide), FC=1C=C(C=CC1)B(O)O ((3-fluorophenyl)boronic acid), C1(CCCCC1)P(C1=C(C=CC=C1)C1=C(C=CC=C1OC)OC)C1CCCCC1 (dicyclohexyl(2′,6′-dimethoxy-[1,1′-biphenyl]-2-yl)phosphine), chloro(2-dicyclohexylphosphino-2′,6′-dimethoxy-1,1′-biphenyl)[2-(2-aminoethylphenyl)]palladium(ii) dichloromethane, P(=O)([O-])([O-])[O-].[K+].[K+].[K+] (potassium phosphate). Run at temperature 120 celsius. Yields the product C(#N)C1=C(C=C(C(=C1)C1=NC=CC2=CC(=CC=C12)S(=O)(=O)NC=1SC=NN1)OC)C1=CC(=CC=C1)F (1-(2-cyano-3′-fluoro-5-methoxy-[1,1′-biphenyl]-4-yl)-N-(1,3,4-thiadiazol-2-yl)isoquinoline-6-sulfonamide). The yield is 48.8%. Reaction SMILES: Cl[C:2]1[C:7]([C:8]#[N:9])=[CH:6][C:5]([C:10]2[C:19]3[C:14](=[CH:15][C:16]([S:20]([NH:23][C:24]4[S:25][CH:26]=[N:27][N:28]=4)(=[O:22])=[O:21])=[CH:17][CH:18]=3)[CH:13]=[CH:12][N:11]=2)=[C:4]([O:29][CH3:30])[CH:3]=1.[F:31][C:32]1[CH:33]=[C:34](B(O)O)[CH:35]=[CH:36][CH:37]=1.C1(P(C2CCCCC2)C2C=CC=CC=2C2C(OC)=CC=CC=2OC)CCCCC1.P([O-])([O-])([O-])=O.[K+].[K+].[K+]>>[C:8]([C:7]1[CH:6]=[C:5]([C:10]2[C:19]3[C:14](=[CH:15][C:16]([S:20]([NH:23][C:24]4[S:25][CH:26]=[N:27][N:28]=4)(=[O:21])=[O:22])=[CH:17][CH:18]=3)[CH:13]=[CH:12][N:11]=2)[C:4]([O:29][CH3:30])=[CH:3][C:2]=1[C:36]1[CH:35]=[CH:34][CH:33]=[C:32]([F:31])[CH:37]=1)#[N:9] |f:3.4.5.6|. Procedure: A vial was charged with 1-(4-chloro-5-cyano-2-methoxyphenyl)-N-(1,3,4-thiadiazol-2-yl)isoquinoline-6-sulfonamide (Example 337, 55.6 mg, 0.121 mmol) (3-fluorophenyl)boronic acid (34.0 mg, 0.243 mmol), dicyclohexyl(2′,6′-dimethoxy-[1,1′-biphenyl]-2-yl)phosphine (2.492 mg, 6.07 μmol), chloro(2-dicyclohexylphosphino-2′,6′-dimethoxy-1,1′-biphenyl)[2-(2-aminoethylphenyl)]palladium(ii) dichloromethane (9.20 mg, 0.012 mmol), and potassium phosphate (129 mg, 0.607 mmol). The vial was flushed with Ar (g),... Reactants: [N-](C#N)C#N.[Na+] (sodium dicyanamide), NC=1C=C(C(=O)OC)C=CC1 (methyl 3-aminobenzoate). The solvent is O (water), Cl (HCl). Yields the product NC(=NC#N)NC=1C=C(C(=O)OC)C=CC1 (methyl 3-[amino(cyanoiminomethyl)]aminobenzoate). As a reaction SMILES: [N-:1]([C:4]#[N:5])[C:2]#[N:3].[Na+].[NH2:7][C:8]1[CH:9]=[C:10]([CH:15]=[CH:16][CH:17]=1)[C:11]([O:13][CH3:14])=[O:12]>O.Cl>[NH2:3][C:2]([NH:7][C:8]1[CH:9]=[C:10]([CH:15]=[CH:16][CH:17]=1)[C:11]([O:13][CH3:14])=[O:12])=[N:1][C:4]#[N:5] |f:0.1|. Procedure details: To sodium dicyanamide in 5 mL of deionized water was added dropwise a solution of methyl 3-aminobenzoate (Aldrich, 1.30 g, 8.6 mmol) in 15 mL of 1N HCl. The resulting clear solution was heated at 80°-90° C. for 2 h. The precipitate was collected through filtration, crystallized from chloroform-methanol, dried in air followed by drying in a pistol at acetone reflux in vacuo to give 1.84 g (quantitative) of methyl 3-[amino(cyanoiminomethyl)]aminobenzoate as a white solid, mp 203°-204° C. The reactants are C12(CC3CC(CC(C1)C3)C2)OCC=2C=C(N(N2)C2CCCCC2)O (5-(adamantan-1-yloxymethyl)-2-cyclohexyl-2H-pyrazol-3-ol), BrN1C(CCC1=O)=O (N-bromosuccinimide). The reagents and catalysts are N(=NC(C#N)(C)C)C(C#N)(C)C (azobisisobutyronitrile). The solvent is C(Cl)(Cl)(Cl)Cl (CCl4). Product: C12(CC3CC(CC(C1)C3)C2)OCC2=C(C(N(N2)C2CCCCC2)=O)Br (5-(Adamantan-1-yloxymethyl)-4-bromo-2-cyclohexyl-1,2-dihydro-pyrazol-3-one). Isolated yield 48.1%. As a reaction SMILES: [C:1]12([O:11][CH2:12][C:13]3[CH:14]=[C:15]([OH:24])[N:16]([CH:18]4[CH2:23][CH2:22][CH2:21][CH2:20][CH2:19]4)[N:17]=3)[CH2:10][CH:5]3[CH2:6][CH:7]([CH2:9][CH:3]([CH2:4]3)[CH2:2]1)[CH2:8]2.[Br:25]N1C(=O)CCC1=O>N(C(C)(C)C#N)=NC(C)(C)C#N.C(Cl)(Cl)(Cl)Cl>[C:1]12([O:11][CH2:12][C:13]3[NH:17][N:16]([CH:18]4[CH2:23][CH2:22][CH2:21][CH2:20][CH2:19]4)[C:15](=[O:24])[C:14]=3[Br:25])[CH2:8][CH:7]3[CH2:6][CH:5]([CH2:4][CH:3]([CH2:9]3)[CH2:2]1)[CH2:10]2. Procedure: A CCl4 solution (10 mL) of 5-(adamantan-1-yloxymethyl)-2-cyclohexyl-2H-pyrazol-3-ol (0.11 g, 0.33 mmol), azobisisobutyronitrile (2 mg) and N-bromosuccinimide (70 mg, 0.4 mmol) was irradiated by a 100 W light source for 0.3 h at rt. After filtration to the filtrate was concentrated in vacuo to afford a crude product as a purple solid, which was purified by chromatography with EtOAc-DCM (1:4) as eluant. The product was obtained as a white glassy solid (65 mg, 48%).